Dataset: the Open Reaction Database (ORD), a public repository of structured organic reaction records. Task: describe an organic reaction: reactants, conditions, products, and yield Starting materials: COC(C(CNC(=O)N1CCC2(C(N(CN2C2=CC=CC=C2)C)=O)CC1)NC(=O)[C@@H]1N(CSC1)C(C)=O)=O (2-(((S)-3-acetylthiazolidin-4-carbonyl)amino)-3-((3-methyl-4-oxo-1-phenyl-1,3,8-triazaspiro[4.5]decane-8-carbonyl)amino)propionic acid methyl ester), Cl (hydrochloric acid). Run in O1CCCC1 (tetrahydrofuran), [OH-].[Li+] (lithium hydroxide). Conditions: time 8 hour. Product: CN1CN(C2(C1=O)CCN(CC2)C(=O)NCCC(=O)O)C2=CC=CC=C2 (3-((3-methyl-4-oxo-1-phenyl-1,3,8-triazaspiro[4.5]decane-8-carbonyl)amino)propionic acid). Yield: 76.0%. RXN SMILES: C[O:2][C:3](=[O:38])[CH:4](NC([C@H]1CSCN1C(=O)C)=O)[CH2:5][NH:6][C:7]([N:9]1[CH2:26][CH2:25][C:12]2([N:16]([C:17]3[CH:22]=[CH:21][CH:20]=[CH:19][CH:18]=3)[CH2:15][N:14]([CH3:23])[C:13]2=[O:24])[CH2:11][CH2:10]1)=[O:8].Cl>O1CCCC1.[OH-].[Li+]>[CH3:23][N:14]1[C:13](=[O:24])[C:12]2([CH2:25][CH2:26][N:9]([C:7]([NH:6][CH2:5][CH2:4][C:3]([OH:38])=[O:2])=[O:8])[CH2:10][CH2:11]2)[N:16]([C:17]2[CH:18]=[CH:19][CH:20]=[CH:21][CH:22]=2)[CH2:15]1 |f:3.4|. Procedure details: To a solution of 176 mg (0.32 mmol) of 2-(((S)-3-acetylthiazolidin-4-carbonyl)amino)-3-((3-methyl-4-oxo-1-phenyl-1,3,8-triazaspiro[4.5]decane-8-carbonyl)amino)propionic acid methyl ester in 4 ml of tetrahydrofuran, 4 ml of 0.1M aqueous lithium hydroxide solution was added, and the resulting mixture was stirred overnight at room temperature. To the reaction mixture, 0.1M hydrochloric acid was added, and the resulting mixture was extracted with ethyl acetate. Organic phases were combined, washed w... Reactants: C(=O)O (formic acid), FC(C=1C=C(C(=O)N)C=CC1)(F)F (3-trifluoromethylbenzamide), P(Cl)(Cl)(Cl)(Cl)Cl (phosphorus pentachloride), Cl (HCl). The solvent is C(Cl)(Cl)(Cl)Cl (carbon tetrachloride). Run at time 30 minute. Product: ClP(=O)(NC(C1=CC(=CC=C1)C(F)(F)F)=O)Cl (N-[Dichlorophosphinyl]-3-trifluoromethylbenzamide). As a reaction SMILES: [F:1][C:2]([F:13])([F:12])[C:3]1[CH:4]=[C:5]([CH:9]=[CH:10][CH:11]=1)[C:6]([NH2:8])=[O:7].[P:14]([Cl:19])(Cl)(Cl)(Cl)[Cl:15].Cl.C(O)=[O:22]>C(Cl)(Cl)(Cl)Cl>[Cl:15][P:14]([Cl:19])([NH:8][C:6](=[O:7])[C:5]1[CH:9]=[CH:10][CH:11]=[C:3]([C:2]([F:12])([F:13])[F:1])[CH:4]=1)=[O:22]. Procedure details: A suspension of 15 g (0.08 mole) of 3-trifluoromethylbenzamide, 16.5 g (0.08 mole) of phosphorus pentachloride and 150 ml of AR carbon tetrachloride was heated at 65°-70° until the HCl gas evolution nearly stops, ca. 30 min. The solution was cooled to 30° and 3.8 g (0.08 mole) of 97% formic acid added dropwise. Stirring was continued for 30 min., then the precipitate was collected, washed with AR carbon tetrachloride and air-dried to give 14 g, m.p. softens 112°, melts 114°-116°. Starting materials: [Br-], COc1ccc(C(=O)Cl)cc1Br, N#Cc1c(F)cccc1[Zn+], C1CCOC1, [Cl-], N#C[Cu], [I-], [Li+], [NH4+]. Product: COc1ccc(C(=O)c2cccc(F)c2C#N)cc1Br. As a reaction SMILES: [Br-:5].[Br:17][c:18]1[cH:19][c:20]([C:21](=[O:22])[Cl:23])[cH:24][cH:25][c:26]1[O:27][CH3:28].[C:7](#[N:8])[c:9]1[c:10]([Zn+:16])[cH:11][cH:12][cH:13][c:14]1[F:15].[CH2:31]1[O:32][CH2:33][CH2:34][CH2:35]1.[Cl-:29].[Cu:1][C:2]#[N:3].[I-:6].[Li+:4].[NH4+:30]>>[C:7](#[N:8])[c:9]1[c:10]([C:21]([c:20]2[cH:19][c:18]([Br:17])[c:26]([O:27][CH3:28])[cH:25][cH:24]2)=[O:22])[cH:11][cH:12][cH:13][c:14]1[F:15].